This data is from the Open Reaction Database (ORD), a public repository of structured organic reaction records. The task is: describe an organic reaction: reactants, conditions, products, and yield The reactants are COC(=O)Cc1cc(OCc2ccccc2)c2cc(F)ccc2c1, CO. Product: COC(=O)Cc1cc(O)c2cc(F)ccc2c1. As a reaction SMILES: [CH3:1][O:2][C:3]([CH2:4][c:5]1[cH:6][c:7]2[cH:8][cH:9][c:10]([F:23])[cH:11][c:12]2[c:13]([O:15][CH2:16][c:17]2[cH:18][cH:19][cH:20][cH:21][cH:22]2)[cH:14]1)=[O:24].[CH3:25][OH:26]>>[CH3:1][O:2][C:3]([CH2:4][c:5]1[cH:6][c:7]2[cH:8][cH:9][c:10]([F:23])[cH:11][c:12]2[c:13]([OH:15])[cH:14]1)=[O:24]. Starting materials: CO, [H][H], [N-]=[N+]=NCC1CN(Cc2ccccc2)C(=O)O1. Product: NCC1CN(Cc2ccccc2)C(=O)O1. Reaction SMILES: [CH3:20][OH:21].[H:18][H:19].[N:1](=[N+:2]=[N-:3])[CH2:4][CH:5]1[CH2:6][N:7]([CH2:11][c:12]2[cH:13][cH:14][cH:15][cH:16][cH:17]2)[C:8](=[O:10])[O:9]1>>[NH2:1][CH2:4][CH:5]1[CH2:6][N:7]([CH2:11][c:12]2[cH:13][cH:14][cH:15][cH:16][cH:17]2)[C:8](=[O:10])[O:9]1. Reactants: BrCc1ccc(-c2ccccc2-c2nnnn2C(c2ccccc2)(c2ccccc2)c2ccccc2)cc1, C=Cc1ccc2[nH]c(CCCC)nc(=O)c2c1, C[Si](C)(C)[N-][Si](C)(C)C, [Li+], C1CCOC1. Yields the product C=Cc1ccc2nc(CCCC)n(Cc3ccc(-c4ccccc4-c4nnnn4C(c4ccccc4)(c4ccccc4)c4ccccc4)cc3)c(=O)c2c1. Reaction SMILES: [Br:28][CH2:29][c:30]1[cH:31][cH:32][c:33](-[c:36]2[c:37](-[c:42]3[n:43][n:44][n:45][n:46]3[C:47]([c:48]3[cH:49][cH:50][cH:51][cH:52][cH:53]3)([c:54]3[cH:55][cH:56][cH:57][cH:58][cH:59]3)[c:60]3[cH:61][cH:62][cH:63][cH:64][cH:65]3)[cH:38][cH:39][cH:40][cH:41]2)[cH:34][cH:35]1.[CH2:1]([CH2:2][CH2:3][CH3:4])[c:5]1[nH:6][c:7]2[cH:8][cH:9][c:10]([CH:16]=[CH2:17])[cH:11][c:12]2[c:13](=[O:15])[n:14]1.[CH3:18][Si:19]([N-:20][Si:21]([CH3:22])([CH3:23])[CH3:24])([CH3:25])[CH3:26].[Li+:27].[O:66]1[CH2:67][CH2:68][CH2:69][CH2:70]1>>[CH2:1]([CH2:2][CH2:3][CH3:4])[c:5]1[n:6][c:7]2[cH:8][cH:9][c:10]([CH:16]=[CH2:17])[cH:11][c:12]2[c:13](=[O:15])[n:14]1[CH2:29][c:30]1[cH:31][cH:32][c:33](-[c:36]2[c:37](-[c:42]3[n:43][n:44][n:45][n:46]3[C:47]([c:48]3[cH:49][cH:50][cH:51][cH:52][cH:53]3)([c:54]3[cH:55][cH:56][cH:57][cH:58][cH:59]3)[c:60]3[cH:61][cH:62][cH:63][cH:64][cH:65]3)[cH:38][cH:39][cH:40][cH:41]2)[cH:34][cH:35]1.